From a dataset of the Open Reaction Database (ORD), a public repository of structured organic reaction records. describe an organic reaction: reactants, conditions, products, and yield Yields the product COC(=O)CCc1ccc(OCc2ccncc2)cc1. Starting materials: BrCc1ccncc1, Br, O=C([O-])[O-], CCOC(C)=O, [K+], [K+], CN(C)C=O, O, COC(=O)CCc1ccc(O)cc1. RXN SMILES: [Br:21][CH2:22][c:23]1[cH:24][cH:25][n:26][cH:27][cH:28]1.[BrH:20].[C:14](=[O:15])([O-:16])[O-:17].[CH3:35][CH2:36][O:37][C:38]([CH3:39])=[O:40].[K+:18].[K+:19].[O:30]=[CH:31][N:32]([CH3:33])[CH3:34].[OH2:29].[OH:1][c:2]1[cH:3][cH:4][c:5]([CH2:8][CH2:9][C:10](=[O:11])[O:12][CH3:13])[cH:6][cH:7]1>>[O:1]([c:2]1[cH:3][cH:4][c:5]([CH2:8][CH2:9][C:10](=[O:11])[O:12][CH3:13])[cH:6][cH:7]1)[CH2:22][c:23]1[cH:24][cH:25][n:26][cH:27][cH:28]1. Reactants: [N+](=O)([O-])C=1C=C(C=O)C=CC1 (m-nitrobenzaldehyde), C(CC(=O)C)(=O)OCCCN1CCN(CC1)C(C1=CC=CC=C1)C1=CC=CC=C1 (3-(4-benzhydryl-1-piperazinyl)propyl acetoacetate), N\C(=C/C(=O)OC)\C (methyl 3-aminocrotonate), C(C)(C)O (isopropyl alcohol). The product is CC=1NC(=C(C(C1C(=O)OCCCN1CCN(CC1)C(C1=CC=CC=C1)C1=CC=CC=C1)C1=CC(=CC=C1)[N+](=O)[O-])C(=O)OC)C (3-(4-benzhydryl-1-piperazinyl)propyl methyl 2,6-dimethyl-4-(3-nitrophenyl)-1,4-dihydropyridine-3,5-dicarboxylate). As a reaction SMILES: [N+:1]([C:4]1[CH:5]=[C:6]([CH:9]=[CH:10][CH:11]=1)[CH:7]=O)([O-:3])=[O:2].[C:12]([O:18][CH2:19][CH2:20][CH2:21][N:22]1[CH2:27][CH2:26][N:25]([CH:28]([C:35]2[CH:40]=[CH:39][CH:38]=[CH:37][CH:36]=2)[C:29]2[CH:34]=[CH:33][CH:32]=[CH:31][CH:30]=2)[CH2:24][CH2:23]1)(=[O:17])[CH2:13]C(C)=O.[NH2:41]/[C:42](/[CH3:48])=[CH:43]\[C:44]([O:46][CH3:47])=[O:45].[CH:49](O)(C)[CH3:50]>>[CH3:49][C:50]1[NH:41][C:42]([CH3:48])=[C:43]([C:44]([O:46][CH3:47])=[O:45])[CH:7]([C:6]2[CH:9]=[CH:10][CH:11]=[C:4]([N+:1]([O-:3])=[O:2])[CH:5]=2)[C:13]=1[C:12]([O:18][CH2:19][CH2:20][CH2:21][N:22]1[CH2:23][CH2:24][N:25]([CH:28]([C:35]2[CH:40]=[CH:39][CH:38]=[CH:37][CH:36]=2)[C:29]2[CH:30]=[CH:31][CH:32]=[CH:33][CH:34]=2)[CH2:26][CH2:27]1)=[O:17]. Procedure details: A mixture of m-nitrobenzaldehyde, 3-(4-benzhydryl-1-piperazinyl)propyl acetoacetate and methyl 3-aminocrotonate was worked up in isopropyl alcohol in the same manner as Example 1 to give 3-(4-benzhydryl-1-piperazinyl)propyl methyl 2,6-dimethyl-4-(3-nitrophenyl)-1,4-dihydropyridine-3,5-dicarboxylate as an oil. This product was further treated with methanolic hydrogen chloride. Recrystallization from methanol gave the dihydrochloride as light yellow crystals, m.p. 168°-173° C. Yield 34.3%.